Dataset: the Open Reaction Database (ORD), a public repository of structured organic reaction records. Task: describe an organic reaction: reactants, conditions, products, and yield The reactants are FC=1C=CC(=C(C1)NC(NCC(=O)N)=S)C (2-[3-(5-fluoro-2-methylphenyl)-thioureido]-acetamide), C(C)I (ethyl iodide). Run in C(C)O (ethanol). Yields the product mono-hydrochloride, C(C)SC1=NCC(N1C1=C(C=CC(=C1)F)C)=O (2-Ethylsulfanyl-3-(5-fluoro-2-methylphenyl)-3,5-dihydro-imidazol-4-one). Yield: 66.9%. Reaction SMILES: [F:1][C:2]1[CH:3]=[CH:4][C:5]([CH3:16])=[C:6]([NH:8][C:9](=[S:15])[NH:10][CH2:11][C:12](N)=[O:13])[CH:7]=1.[CH2:17](I)[CH3:18]>C(O)C>[CH2:17]([S:15][C:9]1[N:8]([C:6]2[CH:7]=[C:2]([F:1])[CH:3]=[CH:4][C:5]=2[CH3:16])[C:12](=[O:13])[CH2:11][N:10]=1)[CH3:18]. Procedure: A mixture of 2-[3-(5-fluoro-2-methylphenyl)-thioureido]-acetamide (6.0 g), ethyl iodide (15.6 g), and ethanol (120 mL) was heated at reflux for 4 hours. The solvent was evaporated. The residue was treated with ethyl acetate (400 mL) and filtered. The filtrate was washed with water (300 mL). The organic phase was evaporated to dryness. The residue was dissolved in ethanol. The solution was saturated with hydrogen chloride. The solvent was evaporated and the residue was crystallized from ethyl ace...